Dataset: the Open Reaction Database (ORD), a public repository of structured organic reaction records. Task: describe an organic reaction: reactants, conditions, products, and yield The reactants are ClCCCl, CCOC(C)=O, CCN(C(C)C)C(C)C, ClCCl, O=C(O)c1ccc(-c2ccc(C(F)(F)F)cc2)cc1, C1CNC(CN2CCCC2)C1, CN(C)C=O, O, On1nnc2ccccc21. Product: O=C(c1ccc(-c2ccc(C(F)(F)F)cc2)cc1)N1CCCC1CN1CCCC1. Reaction SMILES: [CH2:20]([Cl:21])[CH2:22][Cl:23].[CH3:62][CH2:63][O:64][C:65](=[O:66])[CH3:67].[CH:34]([N:35]([CH2:36][CH3:37])[CH:38]([CH3:39])[CH3:40])([CH3:41])[CH3:42].[Cl:54][CH2:55][Cl:56].[F:1][C:2]([c:3]1[cH:4][cH:5][c:6](-[c:9]2[cH:10][cH:11][c:12]([C:15](=[O:16])[OH:17])[cH:13][cH:14]2)[cH:7][cH:8]1)([F:18])[F:19].[NH:43]1[CH:44]([CH2:48][N:49]2[CH2:50][CH2:51][CH2:52][CH2:53]2)[CH2:45][CH2:46][CH2:47]1.[O:57]=[CH:58][N:59]([CH3:60])[CH3:61].[OH2:68].[OH:24][n:25]1[c:26]2[c:27]([cH:28][cH:29][cH:30][cH:31]2)[n:32][n:33]1>>[F:1][C:2]([c:3]1[cH:4][cH:5][c:6](-[c:9]2[cH:10][cH:11][c:12]([C:15](=[O:17])[N:43]3[CH:44]([CH2:48][N:49]4[CH2:50][CH2:51][CH2:52][CH2:53]4)[CH2:45][CH2:46][CH2:47]3)[cH:13][cH:14]2)[cH:7][cH:8]1)([F:18])[F:19]. Starting materials: C([O-])([O-])=O.[K+].[K+] (potassium carbonate), FC(COC=1C=[N+](C=2CCCCC2C1)[O-])(F)F (3-(2,2,2-trifluoroethoxy)-5,6,7,8-tetrahydroquinoline 1-oxide), C(C)(=O)OC(C)=O (acetic anhydride). Run in CO (methanol). Reaction conditions: temperature 100 celsius, time 2 hour. The product is FC(COC=1C=NC=2C(CCCC2C1)O)(F)F (3-(2,2,2-trifluoroethoxy)-5,6,7,8-tetrahydroquinolin-8-ol). The yield is 36.0%. As a reaction SMILES: [F:1][C:2]([F:17])([F:16])[CH2:3][O:4][C:5]1[CH:6]=[N+:7]([O-])[C:8]2[CH2:9][CH2:10][CH2:11][CH2:12][C:13]=2[CH:14]=1.C(OC(=O)C)(=[O:20])C.C(=O)([O-])[O-].[K+].[K+]>CO>[F:1][C:2]([F:17])([F:16])[CH2:3][O:4][C:5]1[CH:6]=[N:7][C:8]2[CH:9]([OH:20])[CH2:10][CH2:11][CH2:12][C:13]=2[CH:14]=1 |f:2.3.4|. Procedure details: A mixture of 3-(2,2,2-trifluoroethoxy)-5,6,7,8-tetrahydroquinoline 1-oxide (530 mg, 2.1 mmol) and acetic anhydride (3 mL) was stirred at 100° C. for 2 hours. After cooling to room temperature, acetic anhydride was removed in vacuo. To the residue, methanol (5 mL) and potassium carbonate (1.77 g, 13 mmol) were added, and the mixture was stirred at room temperature for 20 hours. Then, methanol was evaporated in vacuo. To the residue was added ethyl acetate, and the mixture was filtered through a p... Starting materials: CO, Cl, [Na+], [OH-], COC(=O)COc1ccc(C=Cc2n[nH]c3ccccc23)c([N+](=O)[O-])c1OC. Yields the product COc1c(OCC(=O)O)ccc(C=Cc2n[nH]c3ccccc23)c1[N+](=O)[O-]. Reaction SMILES: [CH3:32][OH:33].[ClH:31].[Na+:30].[OH-:29].[nH:1]1[n:2][c:3]([CH:10]=[CH:11][c:12]2[c:13]([N+:26](=[O:27])[O-:28])[c:14]([O:24][CH3:25])[c:15]([O:16][CH2:17][C:18](=[O:19])[O:20][CH3:21])[cH:22][cH:23]2)[c:4]2[cH:5][cH:6][cH:7][cH:8][c:9]12>>[nH:1]1[n:2][c:3]([CH:10]=[CH:11][c:12]2[c:13]([N+:26](=[O:27])[O-:28])[c:14]([O:24][CH3:25])[c:15]([O:16][CH2:17][C:18](=[O:19])[OH:20])[cH:22][cH:23]2)[c:4]2[cH:5][cH:6][cH:7][cH:8][c:9]12. Reactants: O (water), ClC1=CC=C(C=C1)C=1N(C(NN1)=O)C[C@@H](C(F)(F)F)O (5-(4-Chlorophenyl)-4-[(2S)-3,3,3-trifluoro-2-hydroxypropyl]-2,4-dihydro-3H-1,2,4-triazol-3-one), C([O-])([O-])=O.[K+].[K+] (potassium carbonate), ClC=1SC(=CC1)CCl (2-chloro-5-(chloromethyl)thiophene). Solvent: C(C)#N (acetonitrile). Yields the product ClC1=CC=C(C=C1)C=1N(C(N(N1)CC=1SC(=CC1)Cl)=O)C[C@@H](C(F)(F)F)O (5-(4-Chlorophenyl)-2-[(5-chloro-2-thienyl)methyl]-4-[(2S)-3,3,3-trifluoro-2-hydroxypropyl]-2,4-dihydro-3H-1,2,4-triazol-3-one). As a reaction SMILES: [Cl:1][C:2]1[CH:7]=[CH:6][C:5]([C:8]2[N:9]([CH2:14][C@H:15]([OH:20])[C:16]([F:19])([F:18])[F:17])[C:10](=[O:13])[NH:11][N:12]=2)=[CH:4][CH:3]=1.C(=O)([O-])[O-].[K+].[K+].[Cl:27][C:28]1[S:29][C:30]([CH2:33]Cl)=[CH:31][CH:32]=1.O>C(#N)C>[Cl:1][C:2]1[CH:7]=[CH:6][C:5]([C:8]2[N:9]([CH2:14][C@H:15]([OH:20])[C:16]([F:18])([F:19])[F:17])[C:10](=[O:13])[N:11]([CH2:33][C:30]3[S:29][C:28]([Cl:27])=[CH:32][CH:31]=3)[N:12]=2)=[CH:4][CH:3]=1 |f:1.2.3|. Reported procedure: 119 mg (0.39 mmol) of the compound from Example 5A and 107 mg (0.77 mmol) of potassium carbonate were dissolved in 5 ml of acetonitrile, and 65 mg (0.39 mmol) of 2-chloro-5-(chloromethyl)thiophene were added. The mixture was stirred under reflux for 2 h. After cooling to RT, 10 ml of water were added and the mixture was extracted three times with in each case 10 ml of ethyl acetate. The combined organic phases were washed with 10 ml of saturated sodium chloride solution, dried over sodium sulfat... Starting materials: [BH4-], CO, O=Cc1ccc(C(=O)Nc2ccccc2C=Cc2n[nH]c3ccccc23)cc1, [Na+], O. The product is O=C(Nc1ccccc1C=Cc1n[nH]c2ccccc12)c1ccc(CO)cc1. Reaction SMILES: [BH4-:29].[CH3:32][OH:33].[CH:1](=[O:2])[c:3]1[cH:4][cH:5][c:6]([C:7](=[O:8])[NH:9][c:10]2[c:11]([CH:16]=[CH:17][c:18]3[n:19][nH:20][c:21]4[cH:22][cH:23][cH:24][cH:25][c:26]34)[cH:12][cH:13][cH:14][cH:15]2)[cH:27][cH:28]1.[Na+:30].[OH2:31]>>[CH2:1]([OH:2])[c:3]1[cH:4][cH:5][c:6]([C:7](=[O:8])[NH:9][c:10]2[c:11]([CH:16]=[CH:17][c:18]3[n:19][nH:20][c:21]4[cH:22][cH:23][cH:24][cH:25][c:26]34)[cH:12][cH:13][cH:14][cH:15]2)[cH:27][cH:28]1. Reactants: C(=O)(OC(C)(C)C)N1C=CCC1 (N-Boc-pyrroline), ClC1=CC(=CC=C1)C(=O)OO (meta-chloroperbenzoic acid). Run in C(Cl)Cl (CH2Cl2). Conditions: time 17 hour. Yields the product C(C)(C)(C)OC(=O)N1CC2OC2C1 (6-oxa-3-aza-bicyclo[3.1.0]hexane-3-carboxylic acid tert-butyl ester). Isolated yield 55.0%. RXN SMILES: [C:1]([N:8]1[CH2:12][CH2:11][CH:10]=[CH:9]1)([O:3][C:4]([CH3:7])([CH3:6])[CH3:5])=[O:2].ClC1C=CC=C(C(OO)=[O:21])C=1>C(Cl)Cl>[C:4]([O:3][C:1]([N:8]1[CH2:12][CH:11]2[CH:10]([O:21]2)[CH2:9]1)=[O:2])([CH3:7])([CH3:6])[CH3:5]. Reported procedure: 22.1 A solution of 19.6 g N-Boc-pyrroline in 200 ml CH2Cl2 was cooled to −10° C. and was treated in two portions with 30 g meta-chloroperbenzoic acid. The mixture was stirred for 17 h, slowly warming up to room temperature. Then, the white precipitate was filtered off and washed with dichloromethane. The filtrate was washed with 5% aq. NaHSO3, sat. aq. NaHCO3 and brine, dried (MgSO4), filtered and concentrated. The crude product was purified by chromatography (silica gel; gradient: cyclohexane->... Starting materials: NC1=C2C(=NC=N1)N(N=C2C2=CC=C(C=C2)NC=2SC(=C(N2)C2=CC=C(C=C2)C)CC)[C@@H]2CC[C@@H](CC2)N2CCN(CC2)C (cis-N2-(4-{4-amino-1-[4-(4-methylpiperazino)cyclohexyl]-1H-pyrazolo[3,4-d]pyrimidin-3-yl}phenyl)-5-ethyl-4-(4-methylphenyl)-1,3-thiazol-2-amine), C1(=C(C=CC=C1)B(O)O)C (o-tolylboronic acid). The product is NC1=C2C(=NC=N1)N(N=C2C2=CC=C(C=C2)NC=2SC(=C(N2)C2=C(C=CC=C2)C)CC)[C@@H]2CC[C@@H](CC2)N2CCN(CC2)C (cis-N2-(4-{4-Amino-1-[4-(4-methylpiperazino)cyclohexyl]-1H-pyrazolo[3,4-d]pyrimidin-3-yl}phenyl)-5-ethyl-4-(2-methylphenyl)-1,3-thiazol-2-amine). Reaction SMILES: [NH2:1][C:2]1[N:7]=[CH:6][N:5]=[C:4]2[N:8]([C@H:32]3[CH2:37][CH2:36][C@@H:35]([N:38]4[CH2:43][CH2:42][N:41]([CH3:44])[CH2:40][CH2:39]4)[CH2:34][CH2:33]3)[N:9]=[C:10]([C:11]3[CH:16]=[CH:15][C:14]([NH:17][C:18]4[S:19][C:20]([CH2:30][CH3:31])=[C:21]([C:23]5[CH:28]=[CH:27][C:26](C)=[CH:25][CH:24]=5)[N:22]=4)=[CH:13][CH:12]=3)[C:3]=12.[C:45]1(C)C=CC=CC=1B(O)O>>[NH2:1][C:2]1[N:7]=[CH:6][N:5]=[C:4]2[N:8]([C@H:32]3[CH2:33][CH2:34][C@@H:35]([N:38]4[CH2:43][CH2:42][N:41]([CH3:44])[CH2:40][CH2:39]4)[CH2:36][CH2:37]3)[N:9]=[C:10]([C:11]3[CH:12]=[CH:13][C:14]([NH:17][C:18]4[S:19][C:20]([CH2:30][CH3:31])=[C:21]([C:23]5[CH:28]=[CH:27][CH:26]=[CH:25][C:24]=5[CH3:45])[N:22]=4)=[CH:15][CH:16]=3)[C:3]=12. Procedure details: The procedure described for cis-N2-(4-{4-amino-1-[4-(4-methylpiperazino)cyclohexyl]-1H-pyrazolo[3,4-d]pyrimidin-3-yl}phenyl)-5-ethyl-4-(4-methylphenyl)-1,3-thiazol-2-amine was used to convert o-tolylboronic acid (0.200 g, 1.47 mmol) to the title compound. Purification of the product by preparative HPLC (25 to 100% acetonitrile in 0.1 M aqueous ammonium acetate over 20 min at 21 mL/min using an 8μ Hypersil HS C18, 250×21 mm column, Rt 9.8-11.7 min) afforded cis-N2-(4-{4-amino-1-[4-(4-methylpipera...